Dataset: the Open Reaction Database (ORD), a public repository of structured organic reaction records. Task: describe an organic reaction: reactants, conditions, products, and yield Starting materials: FC1=C(C=C(C=C1)[N+](=O)[O-])C1=CN(C2=C(N=CC=C21)OC)C (3-(2-fluoro-5-nitrophenyl)-7-methoxy-1-methyl-1H-pyrrolo[2,3-c]pyridine), NC1=NC=CC=C1 (2-aminopyridine), CC(C)(C)[O-].[K+] (potassium 2-methylpropan-2-olate). Run in CS(=O)C (dimethyl sulfoxide). Reaction conditions: time 23.5 hour. Yields the product COC=1N=CC=C2C1N(C=C2C2=C(C=CC(=C2)[N+](=O)[O-])NC2=NC=CC=C2)C (N-(2-(7-methoxy-1-methyl-1H-pyrrolo[2,3-c]pyridin-3-yl)-4-nitrophenyl)pyridin-2-amine). Isolated yield 77.0%. RXN SMILES: F[C:2]1[CH:7]=[CH:6][C:5]([N+:8]([O-:10])=[O:9])=[CH:4][C:3]=1[C:11]1[C:19]2[C:14](=[C:15]([O:20][CH3:21])[N:16]=[CH:17][CH:18]=2)[N:13]([CH3:22])[CH:12]=1.[NH2:23][C:24]1[CH:29]=[CH:28][CH:27]=[CH:26][N:25]=1.CC([O-])(C)C.[K+]>CS(C)=O>[CH3:21][O:20][C:15]1[N:16]=[CH:17][CH:18]=[C:19]2[C:11]([C:3]3[CH:4]=[C:5]([N+:8]([O-:10])=[O:9])[CH:6]=[CH:7][C:2]=3[NH:23][C:24]3[CH:29]=[CH:28][CH:27]=[CH:26][N:25]=3)=[CH:12][N:13]([CH3:22])[C:14]=12 |f:2.3|. Reported procedure: A mixture of Example 23a (0.122 g, 0.405 mmol) and 2-aminopyridine (0.042 g, 0.445 mmol) in dimethyl sulfoxide (6 mL) was treated with potassium 2-methylpropan-2-olate (0.091 g, 0.81 mmol) and stirred at ambient temperature for 23.5 hours. The reaction mixture was partitioned between ethyl acetate and water, washed with saturated aqueous sodium chloride, dried over anhydrous magnesium sulfate, filtered and concentrated. The residue was purified by flash chromatography (silica gel, 0-15% ethyl ac... Reactants: ClCCl, CSc1ccc(C2OC(c3ccccc3)=NC2CF)cc1, O=C(OO)c1cccc(Cl)c1. As a reaction SMILES: [Cl:33][CH2:34][Cl:35].[F:1][CH2:2][CH:3]1[N:4]=[C:5]([c:16]2[cH:17][cH:18][cH:19][cH:20][cH:21]2)[O:6][CH:7]1[c:8]1[cH:9][cH:10][c:11]([S:14][CH3:15])[cH:12][cH:13]1.[OH:22][O:23][C:24]([c:25]1[cH:26][c:27]([Cl:28])[cH:29][cH:30][cH:31]1)=[O:32]>>[F:1][CH2:2][CH:3]1[N:4]=[C:5]([c:16]2[cH:17][cH:18][cH:19][cH:20][cH:21]2)[O:6][CH:7]1[c:8]1[cH:9][cH:10][c:11]([S:14]([CH3:15])=[O:22])[cH:12][cH:13]1. The product is CS(=O)c1ccc(C2OC(c3ccccc3)=NC2CF)cc1. The reactants are [BH4-], CCOC(=O)Cc1ccc(OC)c(Oc2ccc(Cl)cc2C=O)c1, CO, [Na+]. Product: CCOC(=O)Cc1ccc(OC)c(Oc2ccc(Cl)cc2CO)c1. Reaction SMILES: [BH4-:25].[CH2:1]([CH3:2])[O:3][C:4]([CH2:5][c:6]1[cH:7][c:8]([O:14][c:15]2[c:16]([CH:22]=[O:23])[cH:17][c:18]([Cl:21])[cH:19][cH:20]2)[c:9]([O:12][CH3:13])[cH:10][cH:11]1)=[O:24].[CH3:27][OH:28].[Na+:26]>>[CH2:1]([CH3:2])[O:3][C:4]([CH2:5][c:6]1[cH:7][c:8]([O:14][c:15]2[c:16]([CH2:22][OH:23])[cH:17][c:18]([Cl:21])[cH:19][cH:20]2)[c:9]([O:12][CH3:13])[cH:10][cH:11]1)=[O:24]. The reactants are C(C)(C)C1=CC=C(CC2(CCNCC2)O)C=C1 (4-(4-isopropyl-benzyl)-piperidin-4-ol), C(C1=CC=CC=C1)OC=1C=CC2=C(CC(O2)CBr)C1 (5-benzyloxy-2-(RS)-bromomethyl-2,3-dihydro-benzofuran). Yields the product C(C)(C)C1=CC=C(CC2(CCN(CC2)CC2OC3=C(C2)C=C(C=C3)OCC3=CC=CC=C3)O)C=C1 ((RS)-4-(4-Isopropyl-benzyl)-1-(5-benzyloxy-2,3-dihydro-benzofuran-2-ylmethyl)-piperidin-4-ol). As a reaction SMILES: [CH:1]([C:4]1[CH:17]=[CH:16][C:7]([CH2:8][C:9]2([OH:15])[CH2:14][CH2:13][NH:12][CH2:11][CH2:10]2)=[CH:6][CH:5]=1)([CH3:3])[CH3:2].[CH2:18]([O:25][C:26]1[CH:27]=[CH:28][C:29]2[O:33][CH:32]([CH2:34]Br)[CH2:31][C:30]=2[CH:36]=1)[C:19]1[CH:24]=[CH:23][CH:22]=[CH:21][CH:20]=1>>[CH:1]([C:4]1[CH:17]=[CH:16][C:7]([CH2:8][C:9]2([OH:15])[CH2:10][CH2:11][N:12]([CH2:34][CH:32]3[CH2:31][C:30]4[CH:36]=[C:26]([O:25][CH2:18][C:19]5[CH:24]=[CH:23][CH:22]=[CH:21][CH:20]=5)[CH:27]=[CH:28][C:29]=4[O:33]3)[CH2:13][CH2:14]2)=[CH:6][CH:5]=1)([CH3:3])[CH3:2]. Procedure details: The title compound MS: m/e=472.6 (M+H+) was prepared from 4-(4-isopropyl-benzyl)-piperidin-4-ol and 5-benzyloxy-2-(RS)-bromomethyl-2,3-dihydro-benzofuran. The reactants are solid, Cl.O1COC2=C1C=CC=C2C2CCN(CC2)CC[C@@H]2CC[C@H](CC2)N (Trans-4-[2-(4-Benzo[1,3]dioxol-4-yl-piperidin-1-yl)-ethyl]-cyclohexylamine hydrochloride), Cl.O1COC2=C1C=CC=C2C2CCN(CC2)CC[C@@H]2CC[C@H](CC2)N (Trans-4-[2-(4-Benzo[1,3]dioxol-4-yl-piperidin-1-yl)-ethyl]-cyclohexylamine hydrochloride), OCC(=O)O (2-hydroxyacetic acid). Product: O1COC2=C1C=CC=C2C2CCN(CC2)CC[C@@H]2CC[C@H](CC2)NC(CO)=O (Trans-N-{4-[2-(4-Benzo[1,3]dioxol-4-yl-piperidin-1-yl)-ethyl]-cyclohexyl}-2-hydroxy-acetamide). RXN SMILES: Cl.[O:2]1[C:6]2[CH:7]=[CH:8][CH:9]=[C:10]([CH:11]3[CH2:16][CH2:15][N:14]([CH2:17][CH2:18][C@H:19]4[CH2:24][CH2:23][C@H:22]([NH2:25])[CH2:21][CH2:20]4)[CH2:13][CH2:12]3)[C:5]=2[O:4][CH2:3]1.[OH:26][CH2:27][C:28](O)=[O:29]>>[O:2]1[C:6]2[CH:7]=[CH:8][CH:9]=[C:10]([CH:11]3[CH2:16][CH2:15][N:14]([CH2:17][CH2:18][C@H:19]4[CH2:20][CH2:21][C@H:22]([NH:25][C:27](=[O:26])[CH2:28][OH:29])[CH2:23][CH2:24]4)[CH2:13][CH2:12]3)[C:5]=2[O:4][CH2:3]1 |f:0.1|. Procedure details: The title compound, white solid (14.9 mg, 46.9%), MS (ISP) m/z=389.1 [(M+H)+], was prepared in accordance with the general method of example 1 from Trans-4-[2-(4-Benzo[1,3]dioxol-4-yl-piperidin-1-yl)-ethyl]-cyclohexylamine hydrochloride (intermediate A) (30 mg, 0.0818 mmol) and 2-hydroxyacetic acid. Reactants: ClCCl, CS(C)=O, CC1(C)SC2C(NC(=O)C(N)c3ccc(O)cc3)C(=O)N2C1C(=O)O, CC1(C)SC2C(NC(=O)C(N)c3ccc(O)cc3)C(=O)N2C1C(=O)O, O, O, O, O. Product: CS(C)=O, CC1(C)SC2C(NC(=O)C(N)c3ccc(O)cc3)C(=O)N2C1C(=O)O. As a reaction SMILES: [CH2:59]([Cl:60])[Cl:61].[CH3:29][S:30]([CH3:31])=[O:32].[CH:34]12[CH:35]([NH:36][C:37]([CH:38]([c:39]3[cH:40][cH:41][c:42]([OH:43])[cH:44][cH:45]3)[NH2:46])=[O:47])[C:48](=[O:49])[N:50]1[CH:51]([C:52](=[O:53])[OH:54])[C:55]([CH3:56])([CH3:57])[S:58]2.[CH:4]12[S:5][C:6]([CH3:7])([CH3:8])[CH:9]([C:26]([OH:27])=[O:28])[N:10]1[C:11](=[O:12])[CH:13]2[NH:14][C:15](=[O:16])[CH:17]([NH2:18])[c:19]1[cH:20][cH:21][c:22]([OH:23])[cH:24][cH:25]1.[OH2:1].[OH2:2].[OH2:33].[OH2:3]>>[CH3:29][S:30]([CH3:31])=[O:32].[CH:4]12[S:5][C:6]([CH3:7])([CH3:8])[CH:9]([C:26](=[O:27])[OH:28])[N:10]1[C:11](=[O:12])[CH:13]2[NH:14][C:15](=[O:16])[CH:17]([NH2:18])[c:19]1[cH:20][cH:21][c:22]([OH:23])[cH:24][cH:25]1.